Dataset: the Open Reaction Database (ORD), a public repository of structured organic reaction records. Task: describe an organic reaction: reactants, conditions, products, and yield The reactants are C=CC(=O)N(C)C, CO, COCC1OC(n2cnc3c(NCC(c4ccccc4)c4ccccc4)nc(CN)nc32)C(O)C1O. Yields the product COCC1OC(n2cnc3c(NCC(c4ccccc4)c4ccccc4)nc(CNCCC(=O)N(C)C)nc32)C(O)C1O. RXN SMILES: [CH3:37][N:38]([C:39]([CH:40]=[CH2:41])=[O:42])[CH3:43].[CH3:44][OH:45].[NH2:1][CH2:2][c:3]1[n:4][c:5]([NH:22][CH2:23][CH:24]([c:25]2[cH:26][cH:27][cH:28][cH:29][cH:30]2)[c:31]2[cH:32][cH:33][cH:34][cH:35][cH:36]2)[c:6]2[n:7][cH:8][n:9]([CH:12]3[O:13][CH:14]([CH2:19][O:20][CH3:21])[CH:15]([OH:18])[CH:16]3[OH:17])[c:10]2[n:11]1>>[NH:1]([CH2:2][c:3]1[n:4][c:5]([NH:22][CH2:23][CH:24]([c:25]2[cH:26][cH:27][cH:28][cH:29][cH:30]2)[c:31]2[cH:32][cH:33][cH:34][cH:35][cH:36]2)[c:6]2[n:7][cH:8][n:9]([CH:12]3[O:13][CH:14]([CH2:19][O:20][CH3:21])[CH:15]([OH:18])[CH:16]3[OH:17])[c:10]2[n:11]1)[CH2:41][CH2:40][C:39]([N:38]([CH3:37])[CH3:43])=[O:42]. Reactants: C(C1=CC=CC=C1)[C@H]1CN(CCN1)CC1=CC=C(C=C1)Br (3-(S)-benzyl-1-(4-bromobenzyl)-piperazine), C=O (formaldehyde), C(C)(=O)O (acetic acid), C(C)(=O)O[BH-](OC(C)=O)OC(C)=O.[Na+] (sodium triacetoxyborohydride). Run in O1CCCC1 (tetrahydrofuran), C([O-])(O)=O.[Na+] (sodium bicarbonate). Run at time 2 hour. Yields the product C(C1=CC=CC=C1)[C@@H]1N(CCN(C1)CC1=CC=C(C=C1)Br)C ((S)-2-Benzyl-4-(4-bromo-benzyl)-1-methyl-piperazine). Yield: 82.0%. As a reaction SMILES: [CH2:1]([C@@H:8]1[NH:13][CH2:12][CH2:11][N:10]([CH2:14][C:15]2[CH:20]=[CH:19][C:18]([Br:21])=[CH:17][CH:16]=2)[CH2:9]1)[C:2]1[CH:7]=[CH:6][CH:5]=[CH:4][CH:3]=1.C=O.[C:24](O)(=O)C.C(O[BH-](OC(=O)C)OC(=O)C)(=O)C.[Na+]>O1CCCC1.C(=O)(O)[O-].[Na+]>[CH2:1]([C@H:8]1[CH2:9][N:10]([CH2:14][C:15]2[CH:16]=[CH:17][C:18]([Br:21])=[CH:19][CH:20]=2)[CH2:11][CH2:12][N:13]1[CH3:24])[C:2]1[CH:3]=[CH:4][CH:5]=[CH:6][CH:7]=1 |f:3.4,6.7|. Reported procedure: To a solution of 369 mg of 3-(S)-benzyl-1-(4-bromobenzyl)-piperazine in 3 mL of tetrahydrofuran was added 0.8 mL of formaldehyde and 0.15 mL acetic acid. After 2 h, 453 mg of sodium triacetoxyborohydride was added and the reaction was stirred overnight. Diluted carefully with aqueous saturated sodium bicarbonate solution and extracted with ethyl acetate. The combined organics were washed with brine, dried with sodium sulfate, filtered and concentrated in vacuo. Used crude in subsequent reactions... Starting materials: C, O=C(O)c1cn(C2CC2F)c2c(Cl)c(-c3ccc4c(c3)CN(C(=O)OCc3ccccc3)C4)c(F)cc2c1=O, CCO, CC(=O)O, [Na+], [OH-], O, [Pd]. Yields the product O=C(O)c1cn(C2CC2F)c2c(Cl)c(-c3ccc4c(c3)CNC4)c(F)cc2c1=O. As a reaction SMILES: [C:50].[CH2:1]([O:2][C:3](=[O:4])[N:11]1[CH2:12][c:13]2[cH:14][cH:15][c:16](-[c:20]3[c:21]([F:39])[cH:22][c:23]4[c:24](=[O:38])[c:25]([C:35](=[O:36])[OH:37])[cH:26][n:27]([CH:31]5[CH:32]([F:34])[CH2:33]5)[c:28]4[c:29]3[Cl:30])[cH:17][c:18]2[CH2:19]1)[c:5]1[cH:6][cH:7][cH:8][cH:9][cH:10]1.[CH3:40][CH2:41][OH:42].[CH3:46][C:47](=[O:48])[OH:49].[Na+:44].[OH-:43].[OH2:45].[Pd:51]>>[NH:11]1[CH2:12][c:13]2[cH:14][cH:15][c:16](-[c:20]3[c:21]([F:39])[cH:22][c:23]4[c:24](=[O:38])[c:25]([C:35](=[O:36])[OH:37])[cH:26][n:27]([CH:31]5[CH:32]([F:34])[CH2:33]5)[c:28]4[c:29]3[Cl:30])[cH:17][c:18]2[CH2:19]1. The reactants are CC(=O)C1CCOC1=O, Cc1ccccc1, O, Cc1cc(C)c(-c2ccncc2N)c(C)c1, Cc1ccc(S(=O)(=O)O)cc1. The product is CC(Nc1cnccc1-c1c(C)cc(C)cc1C)=C1CCOC1=O. RXN SMILES: [C:29]([CH3:30])(=[O:31])[CH:32]1[C:33](=[O:34])[O:35][CH2:36][CH2:37]1.[CH3:38][c:39]1[cH:40][cH:41][cH:42][cH:43][cH:44]1.[OH2:1].[c:13]1([CH3:28])[c:14](-[c:21]2[c:22]([NH2:27])[cH:23][n:24][cH:25][cH:26]2)[c:15]([CH3:20])[cH:16][c:17]([CH3:19])[cH:18]1.[c:2]1([CH3:3])[cH:4][cH:5][c:6]([S:7]([OH:8])(=[O:9])=[O:10])[cH:11][cH:12]1>>[c:13]1([CH3:28])[c:14](-[c:21]2[c:22]([NH:27][C:29]([CH3:30])=[C:32]3[C:33](=[O:34])[O:35][CH2:36][CH2:37]3)[cH:23][n:24][cH:25][cH:26]2)[c:15]([CH3:20])[cH:16][c:17]([CH3:19])[cH:18]1. Reactants: OCCCCCCOC1=CC=C(C=CC(=O)O)C=C1 (4-(6-Hydroxyhexyloxy)-cinnamic acid), CN(C1=CC=CC=C1)C (N,N-dimethylaniline), C(C=C)(=O)Cl (acryloyl chloride), C(C)(C)(C)C1=C(C(=CC(=C1)C)C(C)(C)C)O (2,6-di-t-butyl-4-methylphenol). Solvent: O1CCOCC1 (1,4-dioxane). Reaction conditions: temperature 60 celsius. Yields the product C(C=C)(=O)OCCCCCCOC1=CC=C(C=CC(=O)O)C=C1 (4-(6-Acryloyloxyhexyloxy)cinnamic acid). As a reaction SMILES: [OH:1][CH2:2][CH2:3][CH2:4][CH2:5][CH2:6][CH2:7][O:8][C:9]1[CH:19]=[CH:18][C:12]([CH:13]=[CH:14][C:15]([OH:17])=[O:16])=[CH:11][CH:10]=1.CN(C)C1C=CC=CC=1.[C:29](Cl)(=[O:32])[CH:30]=[CH2:31].C(C1C=C(C)C=C(C(C)(C)C)C=1O)(C)(C)C>O1CCOCC1>[C:29]([O:1][CH2:2][CH2:3][CH2:4][CH2:5][CH2:6][CH2:7][O:8][C:9]1[CH:10]=[CH:11][C:12]([CH:13]=[CH:14][C:15]([OH:17])=[O:16])=[CH:18][CH:19]=1)(=[O:32])[CH:30]=[CH2:31]. Reported procedure: A mixture of 21.15 g (0.08 mole) of 4-(6-hydroxyhexyloxy)cinnamic acid (13), 11.63 g (0.096 mole) of N,N-dimethylaniline 8.69 g (0.096 mole) of acryloyl chloride, 0.05 g of 2,6-di-t-butyl-4-methylphenol and 60 ml of 1,4-dioxane was heated at 60° C. under a nitrogen atmosphere. After 2 hours heating at 60° C. the mixture was filtered and dropped under stirring into a mixture of 1000 ml of water, 400 g of ice and 10 ml of 2.4 N hydrochloric acid. The solid precipitate was filtered off and recrysta... The reactants are ice water, C(#N)C1=C(C=NN1C1=CC=C(C=C1)Cl)C(=O)O (5-cyano-1-(4-chlorophenyl)-1H-pyrazole-4-carboxylic acid), C(=O)(N1C=NC=C1)N1C=NC=C1 (carbonyldiimidazole), C1(CC1)N (cyclopropylamine). The solvent is CN(C)C=O (DMF). Reaction conditions: time 15 minute. The product is C(#N)C1=C(C=NN1C1=CC=C(C=C1)Cl)C(=O)NC1CC1 (5-cyano-1-(4-chlorophenyl)-N-cyclopropyl-1H-pyrazole-4-carboxamide). As a reaction SMILES: [C:1]([C:3]1[N:7]([C:8]2[CH:13]=[CH:12][C:11]([Cl:14])=[CH:10][CH:9]=2)[N:6]=[CH:5][C:4]=1[C:15]([OH:17])=O)#[N:2].C(N1C=CN=C1)(N1C=CN=C1)=O.[CH:30]1([NH2:33])[CH2:32][CH2:31]1>CN(C=O)C>[C:1]([C:3]1[N:7]([C:8]2[CH:9]=[CH:10][C:11]([Cl:14])=[CH:12][CH:13]=2)[N:6]=[CH:5][C:4]=1[C:15]([NH:33][CH:30]1[CH2:32][CH2:31]1)=[O:17])#[N:2]. Procedure: A solution of 2.47 g of 5-cyano-1-(4-chlorophenyl)-1H-pyrazole-4-carboxylic acid and 2.03 g of carbonyldiimidazole dissolved in 25 ml of DMF was stirred at room temperature for approximately 15 minutes. Seven milliliters of cyclopropylamine was next added to the reaction mixture which was allowed to stir for approximately 16 hours. The mixture was poured into 150 ml of ice water and the precipitated solid was collected by filtration. This solid was recrystallized from ethanol and dried to afford...